From a dataset of the Open Reaction Database (ORD), a public repository of structured organic reaction records. describe an organic reaction: reactants, conditions, products, and yield Starting materials: O=S(=O)(Cl)c1c(Cl)cc(C(F)(F)F)cc1Cl, Cl, NC(Cc1c[nH]c2ccccc12)C(F)(F)F, c1ccncc1. Product: O=S(=O)(NC(Cc1c[nH]c2ccccc12)C(F)(F)F)c1c(Cl)cc(C(F)(F)F)cc1Cl. Reaction SMILES: [Cl:17][c:18]1[c:19]([S:29](=[O:30])(=[O:31])[Cl:32])[c:20]([Cl:28])[cH:21][c:22]([C:24]([F:25])([F:26])[F:27])[cH:23]1.[ClH:39].[F:1][C:2]([CH:3]([CH2:4][c:5]1[cH:6][nH:7][c:8]2[cH:9][cH:10][cH:11][cH:12][c:13]12)[NH2:14])([F:15])[F:16].[cH:33]1[cH:34][cH:35][n:36][cH:37][cH:38]1>>[F:1][C:2]([CH:3]([CH2:4][c:5]1[cH:6][nH:7][c:8]2[cH:9][cH:10][cH:11][cH:12][c:13]12)[NH:14][S:29]([c:19]1[c:18]([Cl:17])[cH:23][c:22]([C:24]([F:25])([F:26])[F:27])[cH:21][c:20]1[Cl:28])(=[O:30])=[O:31])([F:15])[F:16]. The reactants are COCN(Cc1ccccc1)C[Si](C)(C)C, ClCCl, O=C1C=CC(=O)N1, O=C(O)C(F)(F)F. Yields the product O=C1NC(=O)C2CN(Cc3ccccc3)CC12. Reaction SMILES: [CH2:15]([c:16]1[cH:17][cH:18][cH:19][cH:20][cH:21]1)[N:22]([CH2:23][Si:26]([CH3:27])([CH3:29])[CH3:30])[CH2:28][O:24][CH3:25].[Cl:31][CH2:32][Cl:33].[O:1]=[C:2]1[NH:3][C:4](=[O:5])[CH:6]=[CH:7]1.[OH:8][C:9]([C:10]([F:11])([F:12])[F:13])=[O:14]>>[O:1]=[C:2]1[NH:3][C:4](=[O:5])[CH:6]2[CH:7]1[CH2:28][N:22]([CH2:15][c:16]1[cH:17][cH:18][cH:19][cH:20][cH:21]1)[CH2:23]2. Starting materials: O=C([O-])[O-], COC(=O)Cc1cccc(OCCBr)c1, NC1CCN(c2nc3ccc(Cl)cc3s2)C1, [K+], [K+], O. Product: COC(=O)Cc1cccc(OCCNC2CCN(c3nc4ccc(Cl)cc4s3)C2)c1. As a reaction SMILES: [C:32](=[O:33])([O-:34])[O-:35].[CH3:17][O:18][C:19]([CH2:20][c:21]1[cH:22][c:23]([O:27][CH2:28][CH2:29][Br:30])[cH:24][cH:25][cH:26]1)=[O:31].[Cl:1][c:2]1[cH:3][c:4]2[c:5]([n:6][c:7]([N:9]3[CH2:10][CH:11]([NH2:14])[CH2:12][CH2:13]3)[s:8]2)[cH:15][cH:16]1.[K+:36].[K+:37].[OH2:38]>>[Cl:1][c:2]1[cH:3][c:4]2[c:5]([n:6][c:7]([N:9]3[CH2:10][CH:11]([NH:14][CH2:29][CH2:28][O:27][c:23]4[cH:22][c:21]([CH2:20][C:19]([O:18][CH3:17])=[O:31])[cH:26][cH:25][cH:24]4)[CH2:12][CH2:13]3)[s:8]2)[cH:15][cH:16]1.